describe an organic reaction: reactants, conditions, products, and yield From a dataset of the Open Reaction Database (ORD), a public repository of structured organic reaction records. Reactants: [O-]S(=O)(=O)[O-].[Na+].[Na+] (Na2SO4), CNC1=C(C(=O)OC(C)(C)C)C=CC=N1 (t-butyl 2-(methylamino)nicotinate), [H-].[H-].[H-].[H-].[Li+].[Al+3] (LiAlH4), [H-].[H-].[H-].[H-].[Li+].[Al+3] (LiAlH4), [OH-].[Na+] (NaOH). Solvent: C1CCOC1 (THF), O (H2O). Run at time 1 hour. The product is OCC=1C(=NC=CC1)NC (3-hydroxymethyl-2-(N-methylamino)pyridine). The yield is 76.1%. As a reaction SMILES: [CH3:1][NH:2][C:3]1[N:15]=[CH:14][CH:13]=[CH:12][C:4]=1[C:5](OC(C)(C)C)=[O:6].[H-].[H-].[H-].[H-].[Li+].[Al+3].[OH-].[Na+].[O-]S([O-])(=O)=O.[Na+].[Na+]>C1COCC1.O>[OH:6][CH2:5][C:4]1[C:3]([NH:2][CH3:1])=[N:15][CH:14]=[CH:13][CH:12]=1 |f:1.2.3.4.5.6,7.8,9.10.11|. Procedure details: To a solution of t-butyl 2-(methylamino)nicotinate (45.0 g, 0.216 mol) in dry THF (500 mL) cooled in an ice-bath was added LiAlH4 (9.84 g, 0.259 mol) portionwise over a period of 30 min. After stiring for 1 h at 0° C., the mixture was warmed to room temperature and stirred for 2 h. After cooling in an ice-bath, the excess LiAlH4 was decomposed completely by the careful addition of H2O (10 mL) and 1N NaOH aqueous solution (10 mL). Na2SO4 (100 g) was added and the mixture was filtered through a pa... The reactants are C1CCOC1, OCCCNc1ccc(C(F)(F)F)c(Cl)n1, O=C(N=NC(=O)N1CCCCC1)N1CCCCC1, CCOC(=O)CC1CCc2cc(O)ccc21, c1ccc(P(c2ccccc2)c2ccccc2)cc1. Product: CCOC(=O)CC1CCc2cc(OCCCNc3ccc(C(F)(F)F)c(Cl)n3)ccc21. Reaction SMILES: [CH2:70]1[O:71][CH2:72][CH2:73][CH2:74]1.[Cl:1][c:2]1[c:3]([C:13]([F:14])([F:15])[F:16])[cH:4][cH:5][c:6]([NH:8][CH2:9][CH2:10][CH2:11][OH:12])[n:7]1.[N:52]([C:53]([N:54]1[CH2:55][CH2:56][CH2:57][CH2:58][CH2:59]1)=[O:60])=[N:61][C:62]([N:63]1[CH2:64][CH2:65][CH2:66][CH2:67][CH2:68]1)=[O:69].[OH:17][c:18]1[cH:19][c:20]2[c:24]([cH:25][cH:26]1)[CH:23]([CH2:27][C:28](=[O:29])[O:30][CH2:31][CH3:32])[CH2:22][CH2:21]2.[c:33]1([P:34]([c:35]2[cH:36][cH:37][cH:38][cH:39][cH:40]2)[c:41]2[cH:42][cH:43][cH:44][cH:45][cH:46]2)[cH:47][cH:48][cH:49][cH:50][cH:51]1>>[Cl:1][c:2]1[c:3]([C:13]([F:14])([F:15])[F:16])[cH:4][cH:5][c:6]([NH:8][CH2:9][CH2:10][CH2:11][O:12][c:18]2[cH:19][c:20]3[c:24]([cH:25][cH:26]2)[CH:23]([CH2:27][C:28](=[O:29])[O:30][CH2:31][CH3:32])[CH2:22][CH2:21]3)[n:7]1. Starting materials: C12(CC3CC(CC(C1)C3)C2)C=2C=C(C=CC2CC(CO)O)C=2C=C3C=CC(=CC3=CC2)C(=O)OCC2=CC=CC=C2 (Benzyl 6-[3-(1-adamantyl)-4-(2,3-dihydroxypropyl)phenyl]-2-naphthoate). The reagents and catalysts are [Pd] (palladium on carbon). Run in O1CCOCC1 (dioxane). Reaction conditions: time 5 hour. Product: C12(CC3CC(CC(C1)C3)C2)C=2C=C(C=CC2CC(CO)O)C=2C=C3C=CC(=CC3=CC2)C(=O)O (6-[3-(1-Adamantyl)-4-(2,3-dihydroxypropyl)phenyl]-2-naphthoic acid). Reaction SMILES: [C:1]12([C:11]3[CH:12]=[C:13]([C:22]4[CH:23]=[C:24]5[C:29](=[CH:30][CH:31]=4)[CH:28]=[C:27]([C:32]([O:34]CC4C=CC=CC=4)=[O:33])[CH:26]=[CH:25]5)[CH:14]=[CH:15][C:16]=3[CH2:17][CH:18]([OH:21])[CH2:19][OH:20])[CH2:10][CH:5]3[CH2:6][CH:7]([CH2:9][CH:3]([CH2:4]3)[CH2:2]1)[CH2:8]2>O1CCOCC1.[Pd]>[C:1]12([C:11]3[CH:12]=[C:13]([C:22]4[CH:23]=[C:24]5[C:29](=[CH:30][CH:31]=4)[CH:28]=[C:27]([C:32]([OH:34])=[O:33])[CH:26]=[CH:25]5)[CH:14]=[CH:15][C:16]=3[CH2:17][CH:18]([OH:21])[CH2:19][OH:20])[CH2:10][CH:5]3[CH2:4][CH:3]([CH2:9][CH:7]([CH2:6]3)[CH2:8]1)[CH2:2]2. Reported procedure: 4 g (7.32 mmol) of the ester obtained in Example 46, in solution in 100 ml of dioxane, are hydrogenated in the presence of 1.20 g of palladium on carbon (10%) under a hydrogen pressure of 7 bar, for 5 h at 50° C. After the same treatment as in Example 5, followed by a recrystallization from the ethanol/water mixture, 3 g (90%) of the expected derivative are isolated, which derivative melts at 258° C. Starting materials: CC(=O)[O-], CC(=O)[O-], COc1ccc(C2CC(OC(C)=O)CCC2[N+](=O)[O-])cc1OC, CCO, CC(=O)O, [Cu+2], [Cu], O, O, [Zn], [Zn]. The product is COc1ccc(C2CC(OC(C)=O)CCC2N)cc1OC. As a reaction SMILES: [C:36]([O-:37])(=[O:38])[CH3:39].[C:41]([O-:42])(=[O:43])[CH3:44].[CH3:1][O:2][c:3]1[cH:4][c:5]([CH:11]2[CH2:12][CH:13]([O:20][C:21]([CH3:22])=[O:23])[CH2:14][CH2:15][CH:16]2[N+:17]([O-:18])=[O:19])[cH:6][cH:7][c:8]1[O:9][CH3:10].[CH3:25][CH2:26][OH:27].[CH3:28][C:29](=[O:30])[OH:31].[Cu+2:40].[Cu:32].[OH2:24].[OH2:35].[Zn:33].[Zn:34]>>[CH3:1][O:2][c:3]1[cH:4][c:5]([CH:11]2[CH2:12][CH:13]([O:20][C:21]([CH3:22])=[O:23])[CH2:14][CH2:15][CH:16]2[NH2:17])[cH:6][cH:7][c:8]1[O:9][CH3:10]. The reactants are CN1CCN(CC1)C1=CC=C(C=C1)B1OC(C(O1)(C)C)(C)C (1-Methyl-4[4-(4,4,5,5-tetramethyl-[1,3,2]-dioxaborolan-2-yl)-phenyl]-piperazine), C(=O)([O-])[O-].[Na+].[Na+] (Na2CO3), C(C1=CC=CC=C1)NC1=CC(=CC(=N1)C1=NC(=CC=C1)C)C=1C=NC=C(C1)Br (Benzyl-(5″-bromo-6-methyl-[2,2′;4′,3″]terpyridin-6′-yl)-amine). Reagents/catalysts: C1=CC=C(C=C1)P([C-]2C=CC=C2)C3=CC=CC=C3.C1=CC=C(C=C1)P([C-]2C=CC=C2)C3=CC=CC=C3.Cl[Pd]Cl.[Fe+2] ([1,1′-Bis(diphenylphosphino)-ferrocene]dichloropalladium (II)). Solvent: C(Cl)Cl (DCM), C(Cl)Cl (DCM), COCCOC (DME). Product: C(C1=CC=CC=C1)NC1=CC(=CC(=N1)C1=NC(=CC=C1)C)C=1C=NC=C(C1)C1=CC=C(C=C1)N1CCN(CC1)C (Benzyl-{6-methyl-5″-[4-(4-methyl-piperazin-1-yl)-phenyl]-[2,2′;4′,3″]terpyridin-6′-yl}-amine). Reaction SMILES: [CH3:1][N:2]1[CH2:7][CH2:6][N:5]([C:8]2[CH:13]=[CH:12][C:11](B3OC(C)(C)C(C)(C)O3)=[CH:10][CH:9]=2)[CH2:4][CH2:3]1.C([O-])([O-])=O.[Na+].[Na+].[CH2:29]([NH:36][C:37]1[N:42]=[C:41]([C:43]2[CH:48]=[CH:47][CH:46]=[C:45]([CH3:49])[N:44]=2)[CH:40]=[C:39]([C:50]2[CH:51]=[N:52][CH:53]=[C:54](Br)[CH:55]=2)[CH:38]=1)[C:30]1[CH:35]=[CH:34][CH:33]=[CH:32][CH:31]=1>COCCOC.C(Cl)Cl.C1C=CC(P(C2C=CC=CC=2)[C-]2C=CC=C2)=CC=1.C1C=CC(P(C2C=CC=CC=2)[C-]2C=CC=C2)=CC=1.Cl[Pd]Cl.[Fe+2]>[CH2:29]([NH:36][C:37]1[N:42]=[C:41]([C:43]2[CH:48]=[CH:47][CH:46]=[C:45]([CH3:49])[N:44]=2)[CH:40]=[C:39]([C:50]2[CH:51]=[N:52][CH:53]=[C:54]([C:11]3[CH:10]=[CH:9][C:8]([N:5]4[CH2:4][CH2:3][N:2]([CH3:1])[CH2:7][CH2:6]4)=[CH:13][CH:12]=3)[CH:55]=2)[CH:38]=1)[C:30]1[CH:31]=[CH:32][CH:33]=[CH:34][CH:35]=1 |f:1.2.3,7.8.9.10|. Procedure: To a solution of 1-Methyl-4[4-(4,4,5,5-tetramethyl-[1,3,2]-dioxaborolan-2-yl)-phenyl]-piperazine (1.2 eq, 0.083 mmol, 0.025 g) and 2M Na2CO3 (4.0 eq, 0.138 mmol, 0.1 ml) in DME (1 ml) is added Benzyl-(5″-bromo-6-methyl-[2,2′;4′,3″]terpyridin-6′-yl)-amine (Example 2.40; step1) (1 eq, 0.069 mmol, 0.03 g) followed by [1,1′-Bis(diphenylphosphino)-ferrocene]dichloropalladium (II), complex with DCM (0.1 eq, 0.0069 mmol, 5 mg). The reaction mixture is heated using microwave radiation at 90° C. for 1 ho... Reported procedure: 2-Chloro-4-morpholinothieno[3,2-d]pyrimidin-6-amine (35 mg) was reacted with 27 μL of isobutyryl chloride via General Procedure G to give N-(2-chloro-4-morpholinothieno[3,2-d]pyrimidin-6-yl)isobutyramide. Reactants: ClC=1N=C(C2=C(N1)C=C(S2)N)N2CCOCC2 (2-Chloro-4-morpholinothieno[3,2-d]pyrimidin-6-amine), C(C(C)C)(=O)Cl (isobutyryl chloride). As a reaction SMILES: [Cl:1][C:2]1[N:3]=[C:4]([N:12]2[CH2:17][CH2:16][O:15][CH2:14][CH2:13]2)[C:5]2[S:10][C:9]([NH2:11])=[CH:8][C:6]=2[N:7]=1.[C:18](Cl)(=[O:22])[CH:19]([CH3:21])[CH3:20]>>[Cl:1][C:2]1[N:3]=[C:4]([N:12]2[CH2:17][CH2:16][O:15][CH2:14][CH2:13]2)[C:5]2[S:10][C:9]([NH:11][C:18](=[O:22])[CH:19]([CH3:21])[CH3:20])=[CH:8][C:6]=2[N:7]=1. Product: ClC=1N=C(C2=C(N1)C=C(S2)NC(C(C)C)=O)N2CCOCC2 (N-(2-chloro-4-morpholinothieno[3,2-d]pyrimidin-6-yl)isobutyramide). Reactants: N1C=NC=C1 (imidazole), CC(CO)CC1=CC=C(C=C1)Br (2-methyl-3-(4-bromophenyl)propanol), [Si](C)(C)(C(C)(C)C)Cl (tert-butyldimethylsilyl chloride). Run in CN(C)C=O (DMF), CN(C)C=O (DMF). The product is O([Si](C)(C)C(C)(C)C)CC(CC1=CC=C(C=C1)Br)C (1-(tert-butyldimethylsiloxy)-2-methyl-3-(4-bromophenyl)propane). The yield is 95.1%. RXN SMILES: N1C=CN=C1.[CH3:6][CH:7]([CH2:10][C:11]1[CH:16]=[CH:15][C:14]([Br:17])=[CH:13][CH:12]=1)[CH2:8][OH:9].[Si:18](Cl)([C:21]([CH3:24])([CH3:23])[CH3:22])([CH3:20])[CH3:19]>CN(C=O)C>[O:9]([CH2:8][CH:7]([CH3:6])[CH2:10][C:11]1[CH:12]=[CH:13][C:14]([Br:17])=[CH:15][CH:16]=1)[Si:18]([C:21]([CH3:24])([CH3:23])[CH3:22])([CH3:20])[CH3:19]. Procedure: A solution of imidazole (27.2 g) in DMF (100 ml) was added to a stirred solution of 2-methyl-3-(4-bromophenyl)propanol (37.4 g) and tert-butyldimethylsilyl chloride (28.9 g) in dry DMF (100 ml) at 0° C. The reaction mixture was allowed to stir, warming to ambient temperature, over 21 hours and was then poured onto ice (500 g). The reaction mixture was extracted with diethyl ether (3×500 ml), the combined organic layers were dried (MgSO4) and the solvent was evaporated to give 1-(tert-butyldimeth... Reactants: CCOc1cc(CN2CCC(NC(=O)OC(C)(C)C)CC2)ccc1OC, CCO, Cl, C1COCCO1. The product is CCOc1cc(CN2CCC(N)CC2)ccc1OC. Reaction SMILES: [C:1]([O:2][C:3](=[O:4])[NH:7][CH:8]1[CH2:9][CH2:10][N:11]([CH2:14][c:15]2[cH:16][c:17]([O:23][CH2:24][CH3:25])[c:18]([O:21][CH3:22])[cH:19][cH:20]2)[CH2:12][CH2:13]1)([CH3:5])([CH3:6])[CH3:26].[CH3:27][CH2:28][OH:29].[ClH:30].[O:31]1[CH2:32][CH2:33][O:34][CH2:35][CH2:36]1>>[NH2:7][CH:8]1[CH2:9][CH2:10][N:11]([CH2:14][c:15]2[cH:16][c:17]([O:23][CH2:24][CH3:25])[c:18]([O:21][CH3:22])[cH:19][cH:20]2)[CH2:12][CH2:13]1. Starting materials: CCCC1OC1C1CCC(c2ccc(OCC)cc2)CC1, ClCCl, Cl, c1ccncc1. The product is CCCC=CC1CCC(c2ccc(OCC)cc2)CC1. RXN SMILES: [CH2:1]([CH3:2])[O:3][c:4]1[cH:5][cH:6][c:7]([CH:10]2[CH2:11][CH2:12][CH:13]([CH:16]3[CH:17]([CH2:18][CH2:19][CH3:20])[O:21]3)[CH2:14][CH2:15]2)[cH:8][cH:9]1.[CH2:29]([Cl:30])[Cl:31].[ClH:28].[cH:22]1[cH:23][cH:24][n:25][cH:26][cH:27]1>>[CH2:1]([CH3:2])[O:3][c:4]1[cH:5][cH:6][c:7]([CH:10]2[CH2:11][CH2:12][CH:13]([CH:16]=[CH:17][CH2:18][CH2:19][CH3:20])[CH2:14][CH2:15]2)[cH:8][cH:9]1. The reactants are Cl.OCC(C1N(CCC2=CC(=C(C=C12)OC)OC)CC1=CC=CC=C1)CO (1-[bis(Hydroxymethyl)-methyl]-2-benzyl-6,7-dimethoxy-1,2,3,4-tetrahydroisoquinoline hydrochloride), C1(=CC=CC=C1)N=C=O (phenyl isocyanate). The product is C1(=CC=CC=C1)NC(=O)OCC(C1N(CCC2=CC(=C(C=C12)OC)OC)CC1=CC=CC=C1)COC(NC1=CC=CC=C1)=O (1-[bis(phenylcarbamoyloxymethyl)-methyl]-2-benzyl-6,7-dimethoxy-1,2,3,4-tetrahydroisoquinoline). Reaction SMILES: Cl.[OH:2][CH2:3][CH:4]([CH2:26][OH:27])[CH:5]1[C:14]2[C:9](=[CH:10][C:11]([O:17][CH3:18])=[C:12]([O:15][CH3:16])[CH:13]=2)[CH2:8][CH2:7][N:6]1[CH2:19][C:20]1[CH:25]=[CH:24][CH:23]=[CH:22][CH:21]=1.[C:28]1([N:34]=[C:35]=[O:36])[CH:33]=[CH:32][CH:31]=[CH:30][CH:29]=1>>[C:28]1([NH:34][C:35]([O:2][CH2:3][CH:4]([CH2:26][O:27][C:35](=[O:36])[NH:34][C:28]2[CH:33]=[CH:32][CH:31]=[CH:30][CH:29]=2)[CH:5]2[C:14]3[C:9](=[CH:10][C:11]([O:17][CH3:18])=[C:12]([O:15][CH3:16])[CH:13]=3)[CH2:8][CH2:7][N:6]2[CH2:19][C:20]2[CH:21]=[CH:22][CH:23]=[CH:24][CH:25]=2)=[O:36])[CH:33]=[CH:32][CH:31]=[CH:30][CH:29]=1 |f:0.1|. Procedure: 0.01 mole of the compound obtained in Step (A) is boiled with 0.02 mole of phenyl isocyanate for 4 to 6 hours. Evaporation of the reaction mixture yields the aimed compound in a crystalline form.